This data is from the Open Reaction Database (ORD), a public repository of structured organic reaction records. The task is: describe an organic reaction: reactants, conditions, products, and yield The reactants are Cl[Ti](Cl)(Cl)Cl (TiCl4), [Al+3].[Cl-].[Cl-].[Cl-] (AlCl3), Cl[Ti](Cl)(Cl)Cl (TiCl4), Cl[Ti](Cl)(Cl)Cl (TiCl4), [Al+3].[Cl-].[Cl-].[Cl-] (AlCl3). The solvent is O (water), O (water). Product: [Al+3].[Cl-].[Cl-].[Cl-].Cl[Ti](Cl)(Cl)Cl (AlCl3 TiCl4). As a reaction SMILES: [Al+3:1].[Cl-:2].[Cl-].[Cl-].[Cl:5][Ti:6]([Cl:9])([Cl:8])[Cl:7]>O>[Al+3:1].[Cl-:5].[Cl-:2].[Cl-:5].[Cl:5][Ti:6]([Cl:9])([Cl:8])[Cl:7] |f:0.1.2.3,6.7.8.9.10|. Procedure: An acidic solution was made by diluting 25 liters of a 28 weight percent (wt. %) AlCl3 solution to 60 liters total volume with water. In addition, a TiCl4 solution was made by adding 400 ml of TiCl4 to 2000 ml of water to obtain a clear solution. The TiCl4 solution was added to the previously prepared AlCl3 solution to form an AlCl3 -TiCl4 solution. A base solution was made by dissolving 9000 g of NaOH in 60 liters of water. Then the following precipitation reaction was carried out: